This data is from the Open Reaction Database (ORD), a public repository of structured organic reaction records. The task is: describe an organic reaction: reactants, conditions, products, and yield Reactants: CC(C)O, NCCN, O, CC(O)CS(=O)(=O)c1cc([N+](=O)[O-])ccc1Cl. Product: CC(O)CS(=O)(=O)c1cc([N+](=O)[O-])ccc1NCCN. As a reaction SMILES: [CH:22]([OH:23])([CH3:24])[CH3:25].[NH2:18][CH2:19][CH2:20][NH2:21].[OH2:26].[OH:1][CH:2]([CH2:3][S:4](=[O:5])(=[O:6])[c:7]1[c:8]([Cl:16])[cH:9][cH:10][c:11]([N+:13](=[O:14])[O-:15])[cH:12]1)[CH3:17]>>[OH:1][CH:2]([CH2:3][S:4](=[O:5])(=[O:6])[c:7]1[c:8]([NH:18][CH2:19][CH2:20][NH2:21])[cH:9][cH:10][c:11]([N+:13](=[O:14])[O-:15])[cH:12]1)[CH3:17].